This data is from the Open Reaction Database (ORD), a public repository of structured organic reaction records. The task is: describe an organic reaction: reactants, conditions, products, and yield The reactants are OC=C1C(NC2=CC(=CC=C12)C(=O)C=1C=C(C=CC1)NC(=O)C=1N(N=CC1)CC)=O (2-Ethyl-2H-pyrazole-3-carboxylic acid [3-(3-hydroxymethylene-2-oxo-2,3-dihydro-1H-indole-6-carbonyl)-phenyl]-amide), CN1CCN(CC1)C1=CC=C(C=C1)N (4-(4-methyl-piperazin-1-yl)-phenylamine). Run in C1CCOC1 (THF). Conditions: temperature 65 celsius, time 24 hour. Product: CN1CCN(CC1)C1=CC=C(C=C1)NC=C1C(NC2=CC(=CC=C12)C(=O)C=1C=C(C=CC1)NC(=O)C=1N(N=CC1)CC)=O (2-Ethyl-2H-pyrazole-3-carboxylic acid [3-(3-{[4-(4-methyl-piperazin-1-yl)-phenylamino]-methylene}-2-oxo-2,3-dihydro-1H-indole-6-carbonyl)-phenyl]-amide). The yield is 36.0%. As a reaction SMILES: O[CH:2]=[C:3]1[C:11]2[C:6](=[CH:7][C:8]([C:12]([C:14]3[CH:15]=[C:16]([NH:20][C:21]([C:23]4[N:24]([CH2:28][CH3:29])[N:25]=[CH:26][CH:27]=4)=[O:22])[CH:17]=[CH:18][CH:19]=3)=[O:13])=[CH:9][CH:10]=2)[NH:5][C:4]1=[O:30].[CH3:31][N:32]1[CH2:37][CH2:36][N:35]([C:38]2[CH:43]=[CH:42][C:41]([NH2:44])=[CH:40][CH:39]=2)[CH2:34][CH2:33]1>C1COCC1>[CH3:31][N:32]1[CH2:33][CH2:34][N:35]([C:38]2[CH:43]=[CH:42][C:41]([NH:44][CH:2]=[C:3]3[C:11]4[C:6](=[CH:7][C:8]([C:12]([C:14]5[CH:15]=[C:16]([NH:20][C:21]([C:23]6[N:24]([CH2:28][CH3:29])[N:25]=[CH:26][CH:27]=6)=[O:22])[CH:17]=[CH:18][CH:19]=5)=[O:13])=[CH:9][CH:10]=4)[NH:5][C:4]3=[O:30])=[CH:40][CH:39]=2)[CH2:36][CH2:37]1. Procedure: A small screw cap test tube was charged with 2-Ethyl-2H-pyrazole-3-carboxylic acid [3-(3-hydroxymethylene-2-oxo-2,3-dihydro-1H-indole-6-carbonyl)-phenyl]-amide (prepared below, 100 mg, 0.249 mmol) and THF (2.5 mL). To the resulting solution was added 4-(4-methyl-piperazin-1-yl)-phenylamine (47.9 mg, 0.250 mmol), and the mixture was stirred for 24 h at 65° C. Subsequently, the reaction mixture was cooled to room temperature and concentrated in vacuo. The solid residue was redissolved in EtOAc (˜5... Starting materials: CCN(C(C)C)C(C)C, ClCc1nc2cccnc2s1, N#Cc1cccnc1N1CCNCC1. Product: N#Cc1cccnc1N1CCN(Cc2nc3cccnc3s2)CC1. RXN SMILES: [CH:26]([N:27]([CH2:28][CH3:29])[CH:30]([CH3:31])[CH3:32])([CH3:33])[CH3:34].[Cl:1][CH2:2][c:3]1[s:4][c:5]2[n:6][cH:7][cH:8][cH:9][c:10]2[n:11]1.[N:12]1([c:18]2[c:19]([C:20]#[N:21])[cH:22][cH:23][cH:24][n:25]2)[CH2:13][CH2:14][NH:15][CH2:16][CH2:17]1>>[CH2:2]([c:3]1[s:4][c:5]2[n:6][cH:7][cH:8][cH:9][c:10]2[n:11]1)[N:15]1[CH2:14][CH2:13][N:12]([c:18]2[c:19]([C:20]#[N:21])[cH:22][cH:23][cH:24][n:25]2)[CH2:17][CH2:16]1. The product is CC(C)n1nccc1C(=O)Nc1cccc(C(=O)c2ccc3c(c2)NC(=O)C3)c1. Reactants: C1CCOC1, CC(C)n1nccc1C(=O)O, [Cl-], Nc1cccc(C(=O)c2ccc3c(c2)NC(=O)C3)c1, O=S(Cl)Cl. Reaction SMILES: [CH2:36]1[O:37][CH2:38][CH2:39][CH2:40]1.[CH:1]([CH3:2])([CH3:3])[n:4]1[n:5][cH:6][cH:7][c:8]1[C:9](=[O:10])[OH:11].[Cl-:35].[NH2:16][c:17]1[cH:18][c:19]([C:20](=[O:21])[c:22]2[cH:23][cH:24][c:25]3[c:29]([cH:30]2)[NH:28][C:27](=[O:31])[CH2:26]3)[cH:32][cH:33][cH:34]1.[S:12]([Cl:13])([Cl:14])=[O:15]>>[CH:1]([CH3:2])([CH3:3])[n:4]1[n:5][cH:6][cH:7][c:8]1[C:9](=[O:11])[NH:16][c:17]1[cH:18][c:19]([C:20](=[O:21])[c:22]2[cH:23][cH:24][c:25]3[c:29]([cH:30]2)[NH:28][C:27](=[O:31])[CH2:26]3)[cH:32][cH:33][cH:34]1. Starting materials: CC1S[C@H]2N(C(=C1)C(=O)O)C(C2N)=O (2-methyl-7-amino-3-cephem-4-carboxylic acid), C[Si](C)(C)CC(=O)N (trimethylsilylacetamide), CON=C(C(=O)O)C=1N=C(SC1)NC(C(F)(F)F)=O (2-methoxyimino-2-(2-trifluoroacetylaminothiazol-4-yl)acetic acid), CON=C(C(=O)O)C=1NC(SC1)=NC(C(F)(F)F)=O (2-methoxyimino-2-(2-trifluoroacetylimino-2,3-dihyrothiazol-4-yl)acetic acid), P(=O)(Cl)(Cl)Cl (phosphorus oxychloride). Run in C(C)(=O)OCC (ethyl acetate), O (water), C(C)(=O)OCC (ethyl acetate), CN(C=O)C (dimethylformamide). Yields the product CC1S[C@H]2N(C(=C1)C(=O)O)C(C2NC(C(C=2N=C(SC2)NC(C(F)(F)F)=O)=NOC)=O)=O (2-methyl-7-[2-methoxyimino-2-(2-trifluoroacetylaminothiazol-4-yl)acetamido]-3-cephem-4-carboxylic acid). Reaction SMILES: P(Cl)(Cl)(Cl)=O.[CH3:6][O:7][N:8]=[C:9]([C:13]1[N:14]=[C:15]([NH:18][C:19](=[O:24])[C:20]([F:23])([F:22])[F:21])[S:16][CH:17]=1)[C:10]([OH:12])=O.[CH3:25][CH:26]1[CH:31]=[C:30]([C:32]([OH:34])=[O:33])[N:29]2[C:35](=[O:38])[CH:36]([NH2:37])[C@H:28]2[S:27]1.C[Si](CC(N)=O)(C)C>C(OCC)(=O)C.O.CN(C)C=O>[CH3:25][CH:26]1[CH:31]=[C:30]([C:32]([OH:34])=[O:33])[N:29]2[C:35](=[O:38])[CH:36]([NH:37][C:10](=[O:12])[C:9](=[N:8][O:7][CH3:6])[C:13]3[N:14]=[C:15]([NH:18][C:19](=[O:24])[C:20]([F:23])([F:22])[F:21])[S:16][CH:17]=3)[C@H:28]2[S:27]1. Procedure details: To dimethylformamide (0.54 g.) was added dropwise phosphorus oxychloride (1.13 g.) under stirring and ice-cooling, and the mixture was stirred for 30 minutes at 40° C., and then dried ethyl acetate (13 ml.) was added thereto. To the mixture was gradually added 2-methoxyimino-2-(2-trifluoroacetylaminothiazol-4-yl)acetic acid (syn isomer), which can be represented as 2-methoxyimino-2-(2-trifluoroacetylimino-2,3-dihyrothiazol-4-yl)acetic acid (syn isomer), (2.0 g.) under cooling at 3° to 5° C., and...